From a dataset of the Open Reaction Database (ORD), a public repository of structured organic reaction records. describe an organic reaction: reactants, conditions, products, and yield The reactants are O.C1(=CC=C(C=C1)S(=O)(=O)O)C (p-Toluenesulfonic acid monohydrate), OC=1C2=C(SC1C(=O)N)C=CC(=C2)C(F)(F)F (3-hydroxy-5-trifluoromethylbenzo[b]thiophene-2-carboxamide), C1(=CC=CC=C1)CC=O (phenylacetaldehyde), C1(=CC=CC=C1)C (toluene). The product is OC=1C2=C(SC1C(=O)N(C=CC1=CC=CC=C1)C=CC1=CC=CC=C1)C=CC(=C2)C(F)(F)F (3-hydroxy-N,N-di-(2'-phenylethenyl)-5-trifluoromethylbenzo[b]thiophene-2-carboxamide). Isolated yield 21.0%. Reaction SMILES: O.[C:2]1([CH3:12])[CH:7]=[CH:6][C:5](S(O)(=O)=O)=[CH:4][CH:3]=1.[OH:13][C:14]1[C:15]2[CH:25]=[C:24]([C:26]([F:29])([F:28])[F:27])[CH:23]=[CH:22][C:16]=2[S:17][C:18]=1[C:19]([NH2:21])=[O:20].[C:30]1([CH2:36][CH:37]=O)[CH:35]=[CH:34][CH:33]=[CH:32][CH:31]=1.[C:39]1(C)C=CC=CC=1>>[OH:13][C:14]1[C:15]2[CH:25]=[C:24]([C:26]([F:29])([F:27])[F:28])[CH:23]=[CH:22][C:16]=2[S:17][C:18]=1[C:19]([N:21]([CH:37]=[CH:36][C:30]1[CH:35]=[CH:34][CH:33]=[CH:32][CH:31]=1)[CH:39]=[CH:12][C:2]1[CH:7]=[CH:6][CH:5]=[CH:4][CH:3]=1)=[O:20] |f:0.1|. Procedure details: p-Toluenesulfonic acid monohydrate (55 mg) was added to a mixture of 3-hydroxy-5-trifluoromethylbenzo[b]thiophene-2-carboxamide (1.1 g, 4.4 mmol) and phenylacetaldehyde (1.0 g, 8.8 mmol) in toluene (25 ml). The reaction mixture was heated to reflux for 0.5 hours utilizing a Dean-Stark trap to collect the water formed during reaction. The solution was cooled, filtered and the filtrate concentrated. The residue was subjected to column chromatography on silica gel (E. Merck β7734), eluting with 1% ... The reactants are [BH4-].[Na+] (Sodium borohydride), crude product, C(C)O (ethanol), ClC=1C=C(C=CC1C#N)C1=NN(C=C1)C[C@H](C)NC(=O)C=1N=C(SC1)C(=O)OCC ((S)-ethyl 4-(1-(3-(3-chloro-4-cyanophenyl)-1H-pyrazol-1-yl)propan-2-ylcarbamoyl)thiazole-2-carboxylate). The solvent is O (water). Run at time 8 hour. Product: ClC=1C=C(C=CC1C#N)C1=NN(C=C1)C[C@H](C)NC(=O)C=1N=C(SC1)CO ((S)—N-(1-(3-(3-chloro-4-cyanophenyl)-1H-pyrazol-1-yl)propan-2-yl)-2-(hydroxymethyl)thiazole-4-carboxamide). Isolated yield 58.6%. RXN SMILES: [BH4-].[Na+].C(O)C.[Cl:6][C:7]1[CH:8]=[C:9]([C:15]2[CH:19]=[CH:18][N:17]([CH2:20][C@@H:21]([NH:23][C:24]([C:26]3[N:27]=[C:28]([C:31](OCC)=[O:32])[S:29][CH:30]=3)=[O:25])[CH3:22])[N:16]=2)[CH:10]=[CH:11][C:12]=1[C:13]#[N:14]>O>[Cl:6][C:7]1[CH:8]=[C:9]([C:15]2[CH:19]=[CH:18][N:17]([CH2:20][C@@H:21]([NH:23][C:24]([C:26]3[N:27]=[C:28]([CH2:31][OH:32])[S:29][CH:30]=3)=[O:25])[CH3:22])[N:16]=2)[CH:10]=[CH:11][C:12]=1[C:13]#[N:14] |f:0.1|. Procedure details: Sodium borohydride (86 mg, 2.262 mmol) was added into a flask and the atmosphere was replaced with nitrogen. Dry ethanol was added and the reaction mixture was cooled to 0° C. (S)-ethyl 4-(1-(3-(3-chloro-4-cyanophenyl)-1H-pyrazol-1-yl)propan-2-ylcarbamoyl)thiazole-2-carboxylate (502 mg, 1.131 mmol) was added and the reaction mixture was warmed slowly to RT while stirring overnight. The crude product was cooled to 0° C., water was added dropwise, the pH was adjusted to 7 and the mixture was evapo...